From a dataset of the Open Reaction Database (ORD), a public repository of structured organic reaction records. describe an organic reaction: reactants, conditions, products, and yield Starting materials: O=C([O-])O, ClC(Cl)Cl, Cc1nc(-c2ccc(C(F)(F)F)c(F)c2F)sc1CO, [Na+], O=S(Cl)Cl. Product: Cc1nc(-c2ccc(C(F)(F)F)c(F)c2F)sc1CCl. RXN SMILES: [C:25](=[O:26])([OH:27])[O-:28].[CH:30]([Cl:31])([Cl:32])[Cl:33].[F:1][c:2]1[c:3](-[c:13]2[s:14][c:15]([CH2:19][OH:20])[c:16]([CH3:18])[n:17]2)[cH:4][cH:5][c:6]([C:9]([F:10])([F:11])[F:12])[c:7]1[F:8].[Na+:29].[S:21]([Cl:22])([Cl:23])=[O:24]>>[F:1][c:2]1[c:3](-[c:13]2[s:14][c:15]([CH2:19][Cl:23])[c:16]([CH3:18])[n:17]2)[cH:4][cH:5][c:6]([C:9]([F:10])([F:11])[F:12])[c:7]1[F:8].